describe an organic reaction: reactants, conditions, products, and yield From a dataset of the Open Reaction Database (ORD), a public repository of structured organic reaction records. The product is C1(=CC=CC=C1)NC(OCC1C2=C(C=C(C=C2N2CC3N(C3C1(O2)O)C(C)=O)C=O)OC(NC2=CC=CC=C2)=O)=O (11-acetyl-4-formyl-9-hydroxy-6-(N-phenylcarbamoyloxy)-14-oxa-1,11-diazatetracyclo[7.4.1.02,7.010,12 ]tetradeca-2,4,6-trien-8-ylmethyl N-phenyl-carbamate). Reaction SMILES: [C:1]([N:4]1[CH:16]2[CH:5]1[C:6]1([OH:23])[O:17][N:14]([CH2:15]2)[C:13]2[C:8](=[C:9]([OH:20])[CH:10]=[C:11]([CH:18]=[O:19])[CH:12]=2)[CH:7]1[CH2:21][OH:22])(=[O:3])[CH3:2].[C:24]1([N:30]=[C:31]=[O:32])[CH:29]=[CH:28][CH:27]=[CH:26][CH:25]=1>CN(C)C=O>[C:24]1([NH:30][C:31](=[O:32])[O:22][CH2:21][CH:7]2[C:6]3([OH:23])[O:17][N:14]([CH2:15][CH:16]4[CH:5]3[N:4]4[C:1](=[O:3])[CH3:2])[C:13]3[C:8]2=[C:9]([O:20][C:31](=[O:32])[NH:30][C:24]2[CH:29]=[CH:28][CH:27]=[CH:26][CH:25]=2)[CH:10]=[C:11]([CH:18]=[O:19])[CH:12]=3)[CH:29]=[CH:28][CH:27]=[CH:26][CH:25]=1. The reactants are C(C)(=O)N1C2C3(C(C4=C(C=C(C=C4N(CC12)O3)C=O)O)CO)O (11-acetyl-6,9-dihydroxy-8-hydroxymethyl-14-oxa-1,11-diazatetracyclo[7.4.1.02,7.010,12 ]tetradeca-2,4,6-triene-4-carbaldehyde), C1(=CC=CC=C1)N=C=O (phenyl isocyanate). The solvent is CN(C=O)C (dimethylformamide), CN(C=O)C (dimethylformamide). Reaction conditions: time 30 minute. Procedure details: To a solution of 11-acetyl-6,9-dihydroxy-8-hydroxymethyl-14-oxa-1,11-diazatetracyclo[7.4.1.02,7.010,12 ]tetradeca-2,4,6-triene-4-carbaldehyde (18 mg) in dimethylformamide (1.0 ml) was added a mixture of phenyl isocyanate (12.5 μl) in dimethylformamide (1.25 ml) in an ice-water bath. The mixture was stirred for 30 minutes in an ice-water bath and then stirred for additional 1 hour at ambient temperature. The mixture was evaporated in vacuo and subjected to preparative thin layer chromatography, w... Reaction SMILES: C[C:2]1[CH:8]2[C:9]([CH3:11])([CH3:10])[CH:6]([CH2:7]2)[C:4](=[O:5])[CH:3]=1.I([O-])(=O)(=O)=[O:13].[Na+].[OH2:18]>C(#N)C.C(Cl)(Cl)(Cl)Cl.C(Cl)Cl.O.[Ru](Cl)(Cl)Cl>[C:2]([C@H:8]1[CH2:7][C@@H:6]([C:4]([OH:13])=[O:5])[C:9]1([CH3:11])[CH3:10])(=[O:18])[CH3:3] |f:1.2,7.8|. Solvent: C(C)#N (acetonitrile), C(Cl)(Cl)(Cl)Cl (CCl4), C(Cl)Cl (DCM). The reactants are CC1=CC(=O)C2CC1C2(C)C ((−)-Verbenone), O (water), I(=O)(=O)(=O)[O-].[Na+] (Sodium periodate). The reagents and catalysts are O.[Ru](Cl)(Cl)Cl (ruthenium(III) chloride hydrate). Product: C(C)(=O)[C@@H]1C([C@@H](C1)C(=O)O)(C)C ((1R,3S)-3-acetyl-2,2-dimethylcyclobutanecarboxylic acid). Reaction conditions: time 24 hour. Procedure: (−)-Verbenone (615 mg, 4.09 mmol) was dissolved in a mixture of acetonitrile (2.0 mL), CCl4 (2.0 mL) and water (3.0 mL). Sodium periodate (3.59 g, 16.79 mmol) and ruthenium(III) chloride hydrate (18.68 mg, 0.090 mmol) were added and the resulting biphasic mixture was stirred vigorously at room temperature for 24 hrs. The reaction mixture was then diluted with DCM, washed with H2O and extracted with DCM (3×). The combined organic layers were dried (Na2SO4), filtered and concentrated under reduced... Reactants: B, CCN(CC)c1ccccc1, C1CCOC1, Cc1ccccc1, N#Cc1ccc(F)c(OCC(=O)c2ccc(OCc3ccc(Cl)c(Cl)c3)cc2)c1. Yields the product N#Cc1ccc(F)c(OCC(O)c2ccc(OCc3ccc(Cl)c(Cl)c3)cc2)c1. RXN SMILES: [BH3:12].[CH2:1]([N:2]([CH2:3][CH3:4])[c:5]1[cH:6][cH:7][cH:8][cH:9][cH:10]1)[CH3:11].[CH2:49]1[O:50][CH2:51][CH2:52][CH2:53]1.[CH3:42][c:43]1[cH:44][cH:45][cH:46][cH:47][cH:48]1.[Cl:13][c:14]1[cH:15][c:16]([CH2:17][O:18][c:19]2[cH:20][cH:21][c:22]([C:25]([CH2:26][O:27][c:28]3[cH:29][c:30]([C:31]#[N:32])[cH:33][cH:34][c:35]3[F:36])=[O:37])[cH:23][cH:24]2)[cH:38][cH:39][c:40]1[Cl:41]>>[Cl:13][c:14]1[cH:15][c:16]([CH2:17][O:18][c:19]2[cH:20][cH:21][c:22]([CH:25]([CH2:26][O:27][c:28]3[cH:29][c:30]([C:31]#[N:32])[cH:33][cH:34][c:35]3[F:36])[OH:37])[cH:23][cH:24]2)[cH:38][cH:39][c:40]1[Cl:41]. The reactants are O1CC(NCC12CCNCC2)=O (1-oxa-4,9-diazaspiro[5.5]undecan-3-one), ICCCC(=O)C1=CC=C(C=C1)F (4-iodo-p-fluorobutyrophenone), O (water). Run in CN(C=O)C (dimethylformamide), C(C)N(CC)CC (triethylamine). Product: FC1=CC=C(C(=O)CCCN2CCC3(CNC(CO3)=O)CC2)C=C1 (9-[3-(4-fluorobenzoyl)propyl]-1-oxa-4,9-diazaspiro[5.5]undecan-3-one). As a reaction SMILES: [O:1]1[C:6]2([CH2:11][CH2:10][NH:9][CH2:8][CH2:7]2)[CH2:5][NH:4][C:3](=[O:12])[CH2:2]1.I[CH2:14][CH2:15][CH2:16][C:17]([C:19]1[CH:24]=[CH:23][C:22]([F:25])=[CH:21][CH:20]=1)=[O:18].O>CN(C)C=O.C(N(CC)CC)C>[F:25][C:22]1[CH:21]=[CH:20][C:19]([C:17]([CH2:16][CH2:15][CH2:14][N:9]2[CH2:8][CH2:7][C:6]3([O:1][CH2:2][C:3](=[O:12])[NH:4][CH2:5]3)[CH2:11][CH2:10]2)=[O:18])=[CH:24][CH:23]=1. Procedure details: A solution of 2.5 g of 1-oxa-4,9-diazaspiro[5.5]undecan-3-one and 5 ml of 4-iodo-p-fluorobutyrophenone in 60 ml of dimethylformamide and 10 ml of triethylamine was heated at 60° C. for 10 hours. The mixture was poured into water, extracted with methylene chloride, and the methylene chloride layer was extracted with aqueous 5% HCl. Basification of the aqueous extract with ammonium hydroxide and extraction with methylene chloride followed by evaporation gave a residue which was crystallized from e... Reactants: intermediate B1, BrC=1C=CC=2N(C1NC1CCCCC1)N=C(N2)N (6-bromo-N5-cyclohexyl[1,2,4]triazolo[1,5-a]pyridine-2,5-diamine), Cl.C(C1=CN=CC=C1)(=O)Cl (nicotinoyl chloride hydrochloride). Product: BrC=1C=CC=2N(C1NC1CCCCC1)N=C(N2)NC(C2=CN=CC=C2)=O (N-[6-bromo-5-(cyclohexylamino)[1,2,4]triazolo[1,5-a]pyridin-2-yl]nicotinamide). As a reaction SMILES: [Br:1][C:2]1[CH:3]=[CH:4][C:5]2[N:6]([N:15]=[C:16]([NH2:18])[N:17]=2)[C:7]=1[NH:8][CH:9]1[CH2:14][CH2:13][CH2:12][CH2:11][CH2:10]1.Cl.[C:20](Cl)(=[O:27])[C:21]1[CH:26]=[CH:25][CH:24]=[N:23][CH:22]=1>>[Br:1][C:2]1[CH:3]=[CH:4][C:5]2[N:6]([N:15]=[C:16]([NH:18][C:20](=[O:27])[C:21]3[CH:26]=[CH:25][CH:24]=[N:23][CH:22]=3)[N:17]=2)[C:7]=1[NH:8][CH:9]1[CH2:10][CH2:11][CH2:12][CH2:13][CH2:14]1 |f:1.2|. Procedure: The title compound was prepared following procedure described for intermediate B1, but starting from 6-bromo-N5-cyclohexyl[1,2,4]triazolo[1,5-a]pyridine-2,5-diamine ((A14), 616 mg; 1.99 mmol; 1.0 eq.) and nicotinoyl chloride hydrochloride (424 mg; 2.38 mmol; 1.2 eq.) as a beige powder (99 mg, 12%). HPLC, Rt: 3.41 min. (purity 94.6%). LC/MS, M+(ESI): 416.9. Starting materials: CC(C)(C)C(N)=O, Cc1cc(N2CCCC2CO)c2ccc(I)cc2n1. Product: Cc1cc(N2CCCC2CO)c2ccc(NC(=O)C(C)(C)C)cc2n1. RXN SMILES: [CH3:20][C:21]([C:22](=[O:23])[NH2:24])([CH3:25])[CH3:26].[I:1][c:2]1[cH:3][cH:4][c:5]2[c:6]([N:13]3[CH:14]([CH2:18][OH:19])[CH2:15][CH2:16][CH2:17]3)[cH:7][c:8]([CH3:12])[n:9][c:10]2[cH:11]1>>[c:2]1([NH:24][C:22]([C:21]([CH3:20])([CH3:25])[CH3:26])=[O:23])[cH:3][cH:4][c:5]2[c:6]([N:13]3[CH:14]([CH2:18][OH:19])[CH2:15][CH2:16][CH2:17]3)[cH:7][c:8]([CH3:12])[n:9][c:10]2[cH:11]1. The solvent is O (water). Reported procedure: A mixture of 0.40 g ethylenediamine and 5 ml aceton was added dropwise to a suspension of 1.5 g phenylcarbamoyl-benzoic acid sulfimide with 15 ml acetone, under stirring. The reaction mixture was stirred for 45 minutes, diluted with 50 ml water, cooled, the precipitated solid product was filtered, washed with water and dried. 0.62 g N,N'-bis(phenylcarbamoyl)-ethylenediamine was obtained, melting above 240° C. As a reaction SMILES: [CH2:1]([NH2:4])[CH2:2][NH2:3].[CH3:5][C:6]([CH3:8])=O.[SH2]=N.[C:11]1([NH:17][C:18](C2C=CC=CC=2C(O)=O)=[O:19])[CH:16]=[CH:15][CH:14]=[CH:13][CH:12]=1>O>[C:6]1([NH:17][C:18]([NH:3][CH2:2][CH2:1][NH:4][C:18](=[O:19])[NH:17][C:11]2[CH:12]=[CH:13][CH:14]=[CH:15][CH:16]=2)=[O:19])[CH:8]=[CH:16][CH:11]=[CH:12][CH:5]=1 |f:2.3|. Reactants: C(CN)N (ethylenediamine), CC(=O)C (aceton), [SH2]=N.C1(=CC=CC=C1)NC(=O)C1=C(C(=O)O)C=CC=C1 (phenylcarbamoyl-benzoic acid sulfimide), CC(=O)C (acetone). Product: C1(=CC=CC=C1)NC(=O)NCCNC(NC1=CC=CC=C1)=O (N,N'-bis(phenylcarbamoyl)-ethylenediamine).